Task: describe an organic reaction: reactants, conditions, products, and yield. Dataset: the Open Reaction Database (ORD), a public repository of structured organic reaction records The reactants are C1CCS(C=2C=CC3=C(C12)C=CC=C3)=O (benzo[f]thiochroman-4-one), C(C)OC(N(C)C)OCC (N,N-dimethylformamide diethylacetal). Product: CN(C)C=C1S(C=2C=CC3=C(C2CC1)C=CC=C3)=O (3-Dimethylaminomethylenebenzo[f]thiochroman-4-one), compound. RXN SMILES: [CH2:1]1[C:10]2[C:9]3[CH:11]=[CH:12][CH:13]=[CH:14][C:8]=3[CH:7]=[CH:6][C:5]=2[S:4](=[O:15])[CH2:3][CH2:2]1.C(O[CH:19](OCC)[N:20]([CH3:22])[CH3:21])C>>[CH3:19][N:20]([CH:22]=[C:3]1[CH2:2][CH2:1][C:10]2[C:9]3[CH:11]=[CH:12][CH:13]=[CH:14][C:8]=3[CH:7]=[CH:6][C:5]=2[S:4]1=[O:15])[CH3:21]. Procedure: 3-Dimethylaminomethylenebenzo[f]thiochroman-4-one was prepared from benzo[f]thiochroman-4-one (1.50 g, 7.01 mmol) and N,N-dimethylformamide diethylacetal to give the compound as a yellow solid (1.67 g) m.p. 163-165°. MS(EI) 269 (M+, 49.8%), 82 (100%). Starting materials: FC1=C(C(=O)C2CCN(CC2)C)C=CC=C1 (4-(2-fluorobenzoyl)-1-methylpiperidine), Cl.FC1=CC=C(C=C1)NN (4-fluorophenyl hydrazine hydrochloride), C(C)(=O)[O-].[Na+] (sodium acetate). The solvent is C(CCC)O (n-butanol). Yields the product FC1=CC=C(C=C1)NN=C(C1=C(C=CC=C1)F)C1CCN(CC1)C (4-(2-fluorobenzoyl)-1-methylpiperidine 4-fluorophenylhydrazone). Isolated yield 23.1%. Reaction SMILES: [F:1][C:2]1[CH:16]=[CH:15][CH:14]=[CH:13][C:3]=1[C:4]([CH:6]1[CH2:11][CH2:10][N:9]([CH3:12])[CH2:8][CH2:7]1)=O.Cl.[F:18][C:19]1[CH:24]=[CH:23][C:22]([NH:25][NH2:26])=[CH:21][CH:20]=1.C([O-])(=O)C.[Na+]>C(O)CCC>[F:18][C:19]1[CH:24]=[CH:23][C:22]([NH:25][N:26]=[C:4]([CH:6]2[CH2:11][CH2:10][N:9]([CH3:12])[CH2:8][CH2:7]2)[C:3]2[CH:13]=[CH:14][CH:15]=[CH:16][C:2]=2[F:1])=[CH:21][CH:20]=1 |f:1.2,3.4|. Reported procedure: A stirred mixture of 21.8 g of 4-(2-fluorobenzoyl)-1-methylpiperidine, 20.25 g of 4-fluorophenyl hydrazine hydrochloride and 25.0 g of sodium acetate in 420 ml of n-butanol was heated under reflux for 8 hrs. The mixture was cooled, filtered, and concentrated. The residue was washed with ether to give 7.5 g (23%) of 4-(2-fluorobenzoyl)-1-methylpiperidine 4-fluorophenylhydrazone, mp 125°-126° C. The reactants are Cc1c(F)cc(C(=O)NC2CC2)cc1-c1ccc2c(=O)n(CC(C)(C)CO[Si](C)(C)C(C)(C)C)cc(SC3CCN(C(=O)OC(C)(C)C)CC3)c2c1, ClCCl, O=C(OO)c1cccc(Cl)c1. Product: Cc1c(F)cc(C(=O)NC2CC2)cc1-c1ccc2c(=O)n(CC(C)(C)CO[Si](C)(C)C(C)(C)C)cc(S(=O)C3CCN(C(=O)OC(C)(C)C)CC3)c2c1. Reaction SMILES: [C:12]([CH3:13])([CH3:14])([CH3:15])[Si:16]([O:17][CH2:18][C:19]([CH2:20][n:21]1[c:22](=[O:59])[c:23]2[cH:24][cH:25][c:26](-[c:45]3[c:46]([CH3:58])[c:47]([F:57])[cH:48][c:49]([C:51]([NH:52][CH:53]4[CH2:54][CH2:55]4)=[O:56])[cH:50]3)[cH:27][c:28]2[c:29]([S:31][CH:32]2[CH2:33][CH2:34][N:35]([C:38](=[O:39])[O:40][C:41]([CH3:42])([CH3:43])[CH3:44])[CH2:36][CH2:37]2)[cH:30]1)([CH3:60])[CH3:61])([CH3:62])[CH3:63].[Cl:64][CH2:65][Cl:66].[OH:1][O:2][C:3]([c:4]1[cH:5][c:6]([Cl:7])[cH:8][cH:9][cH:10]1)=[O:11]>>[O:1]=[S:31]([c:29]1[c:28]2[c:23]([c:22](=[O:59])[n:21]([CH2:20][C:19]([CH2:18][O:17][Si:16]([C:12]([CH3:13])([CH3:14])[CH3:15])([CH3:62])[CH3:63])([CH3:60])[CH3:61])[cH:30]1)[cH:24][cH:25][c:26](-[c:45]1[c:46]([CH3:58])[c:47]([F:57])[cH:48][c:49]([C:51]([NH:52][CH:53]3[CH2:54][CH2:55]3)=[O:56])[cH:50]1)[cH:27]2)[CH:32]1[CH2:33][CH2:34][N:35]([C:38](=[O:39])[O:40][C:41]([CH3:42])([CH3:43])[CH3:44])[CH2:36][CH2:37]1.